describe an organic reaction: reactants, conditions, products, and yield From a dataset of the Open Reaction Database (ORD), a public repository of structured organic reaction records. The reactants are NCCC(=O)O (β-Alanine), O(C1=CC=CC=C1)C=1C2=CC=CC=C2N=C2C=CC=CC12 (9-phenoxyacridine), CCOCC (ether). Run in C1(=CC=CC=C1)O (phenol). Conditions: temperature 120 celsius, time 2 hour. Yields the product C(=O)(O)CCNC=1C2=CC=CC=C2N=C2C=CC=CC12 (9-(2-carboxyethyl)aminoacridine). Reaction SMILES: [NH2:1][CH2:2][CH2:3][C:4]([OH:6])=[O:5].O([C:14]1[C:15]2[C:20]([N:21]=[C:22]3[C:27]=1[CH:26]=[CH:25][CH:24]=[CH:23]3)=[CH:19][CH:18]=[CH:17][CH:16]=2)C1C=CC=CC=1.CCOCC>C1(O)C=CC=CC=1>[C:4]([CH2:3][CH2:2][NH:1][C:14]1[C:15]2[C:20]([N:21]=[C:22]3[C:27]=1[CH:26]=[CH:25][CH:24]=[CH:23]3)=[CH:19][CH:18]=[CH:17][CH:16]=2)([OH:6])=[O:5]. Reported procedure: β-Alanine (1 g, 11.2 mmol) was added to a solution of 9-phenoxyacridine (2.7 g, 10 mmol) in phenol (15 g). The suspension was stirred at 120° C. for 2 h. The solution was cooled to room temperature and poured into ether whereby the product precipitated as a yellow-green solid. It was triturated with hot ethanol, filtered and then washed with ethanol, giving crude 9-(2-carboxyethyl)aminoacridine. Yield 1.9 g (71%). Reactants: C1CCOC1, CO, COC(=O)c1ccc(S(=O)(=O)N(Cc2ccc(F)cc2)Cc2ccc(OC)cc2)cc1, [Na+], [OH-]. The product is COc1ccc(CN(Cc2ccc(F)cc2)S(=O)(=O)c2ccc(C(=O)O)cc2)cc1. As a reaction SMILES: [CH2:36]1[O:37][CH2:38][CH2:39][CH2:40]1.[CH3:34][OH:35].[F:1][c:2]1[cH:3][cH:4][c:5]([CH2:6][N:7]([S:8](=[O:9])(=[O:10])[c:11]2[cH:12][cH:13][c:14]([C:15](=[O:16])[O:17][CH3:18])[cH:19][cH:20]2)[CH2:21][c:22]2[cH:23][cH:24][c:25]([O:28][CH3:29])[cH:26][cH:27]2)[cH:30][cH:31]1.[Na+:33].[OH-:32]>>[F:1][c:2]1[cH:3][cH:4][c:5]([CH2:6][N:7]([S:8](=[O:9])(=[O:10])[c:11]2[cH:12][cH:13][c:14]([C:15](=[O:16])[OH:17])[cH:19][cH:20]2)[CH2:21][c:22]2[cH:23][cH:24][c:25]([O:28][CH3:29])[cH:26][cH:27]2)[cH:30][cH:31]1. Starting materials: C1CC(=O)N(C1=O)OC(=O)CCCC[C@H]2[C@@H]3[C@H](CS2)NC(=O)N3 (BHSE), C1CC(=O)N(C1=O)OC(=O)CCCC[C@H]2[C@@H]3[C@H](CS2)NC(=O)N3 (BHSE), C1CC(=O)N(C1=O)OC(=O)CCCC[C@H]2[C@@H]3[C@H](CS2)NC(=O)N3 (BHSE), C1CC(=O)N(C1=O)OC(=O)CCCC[C@H]2[C@@H]3[C@H](CS2)NC(=O)N3 (BHSE). The solvent is CN(C)C=O (DMF), C(=O)(O)[O-].[Na+] (NaHCO3). Run at time 1 hour. Yields the product OC(=O)CCCC[C@@H]1SC[C@@H]2NC(=O)N[C@H]12 (Biotin). RXN SMILES: C1C(=O)N([O:8][C:9]([CH2:11][CH2:12][CH2:13][CH2:14][C@@H:15]2[S:19][CH2:18][C@@H:17]3[NH:20][C:21]([NH:23][C@H:16]23)=[O:22])=[O:10])C(=O)C1>CN(C=O)C.C([O-])(O)=O.[Na+]>[OH:10][C:9]([CH2:11][CH2:12][CH2:13][CH2:14][C@H:15]1[C@@H:16]2[C@@H:17]([NH:20][C:21]([NH:23]2)=[O:22])[CH2:18][S:19]1)=[O:8] |f:2.3|. Procedure details: Histone H1 was biotinylated to different degrees with increasing amounts of BHSE. 5 μg BHSE (dissolved in 10 μl DMF), 25 μg BHSE (in 10 μl DMF) and 250 μg BHSE in 10μl DMF were added to three solutions containing the same amount of histone H1 (1 mg in 300 μl of 50 mM NaHCO3) and incubated for 1 hour at 20° C. After dialysis against 5 mM sodium phosphate (pH 6.8) the three samples are stored at -20° C. The concentrations of the biotin-labelled histone H1 solutions are determined by comparison wit... Reactants: O=C(O)C(O)C(O)C(=O)O, CCOC(=O)COc1cc(C2CCCNC2)ccc1C, CCN=C=NCCCN(C)C, Cc1nc(-c2ccc(C(F)(F)F)cc2)sc1C(=O)O, CCOC(C)=O, CCOCC. The product is CCOC(=O)COc1cc(C2CCCN(C(=O)c3sc(-c4ccc(C(F)(F)F)cc4)nc3C)C2)ccc1C. As a reaction SMILES: [C:1]([OH:2])(=[O:3])[CH:4]([CH:5]([C:6]([OH:7])=[O:8])[OH:9])[OH:10].[CH2:11]([CH3:12])[O:13][C:14]([CH2:15][O:16][c:17]1[c:18]([CH3:29])[cH:19][cH:20][c:21]([CH:23]2[CH2:24][NH:25][CH2:26][CH2:27][CH2:28]2)[cH:22]1)=[O:30].[CH3:31][N:32]([CH3:33])[CH2:34][CH2:35][CH2:36][N:37]=[C:38]=[N:39][CH2:40][CH3:41].[CH3:42][c:43]1[n:44][c:45](-[c:51]2[cH:52][cH:53][c:54]([C:57]([F:58])([F:59])[F:60])[cH:55][cH:56]2)[s:46][c:47]1[C:48](=[O:49])[OH:50].[CH3:61][CH2:62][O:63][C:64](=[O:65])[CH3:66].[CH3:67][CH2:68][O:69][CH2:70][CH3:71]>>[CH2:11]([CH3:12])[O:13][C:14]([CH2:15][O:16][c:17]1[c:18]([CH3:29])[cH:19][cH:20][c:21]([CH:23]2[CH2:24][N:25]([C:48]([c:47]3[c:43]([CH3:42])[n:44][c:45](-[c:51]4[cH:52][cH:53][c:54]([C:57]([F:58])([F:59])[F:60])[cH:55][cH:56]4)[s:46]3)=[O:49])[CH2:26][CH2:27][CH2:28]2)[cH:22]1)=[O:30]. Product: Cl, Nc1nccc2cc(CC(NC(=O)CNS(=O)(=O)c3ccc4ccccc4c3)C(=O)O)ccc12. Reaction SMILES: [CH3:4][O:5][C:6]([CH:7]([CH2:8][c:9]1[cH:10][c:11]2[cH:12][cH:13][n:14][c:15]([NH2:19])[c:16]2[cH:17][cH:18]1)[NH:20][C:21]([CH2:22][NH:23][S:24](=[O:25])(=[O:26])[c:27]1[cH:28][c:29]2[cH:30][cH:31][cH:32][cH:33][c:34]2[cH:35][cH:36]1)=[O:37])=[O:38].[ClH:3].[Na+:2].[O:39]1[CH2:40][CH2:41][O:42][CH2:43][CH2:44]1.[OH-:1].[OH2:45]>>[ClH:3].[O:5]=[C:6]([CH:7]([CH2:8][c:9]1[cH:10][c:11]2[cH:12][cH:13][n:14][c:15]([NH2:19])[c:16]2[cH:17][cH:18]1)[NH:20][C:21]([CH2:22][NH:23][S:24](=[O:25])(=[O:26])[c:27]1[cH:28][c:29]2[cH:30][cH:31][cH:32][cH:33][c:34]2[cH:35][cH:36]1)=[O:37])[OH:38]. Reactants: COC(=O)C(Cc1ccc2c(N)nccc2c1)NC(=O)CNS(=O)(=O)c1ccc2ccccc2c1, Cl, [Na+], C1COCCO1, [OH-], O. The reactants are CC(C)(C)OC(=O)N1CCC(c2ccc(NC(=O)c3cc(C#N)c[nH]3)c(C3=CCCCC3)c2)CC1, CO, ClCCl, O=C(O)C(F)(F)F. The product is O=C(O)C(F)(F)F, N#Cc1c[nH]c(C(=O)Nc2ccc(C3CCNCC3)cc2C2=CCCCC2)c1. As a reaction SMILES: [C:1]([O:2][C:3](=[O:4])[N:8]1[CH2:9][CH2:10][CH:11]([c:14]2[cH:15][c:16]([C:30]3=[CH:31][CH2:32][CH2:33][CH2:34][CH2:35]3)[c:17]([NH:20][C:21](=[O:22])[c:23]3[nH:24][cH:25][c:26]([C:28]#[N:29])[cH:27]3)[cH:18][cH:19]2)[CH2:12][CH2:13]1)([CH3:5])([CH3:6])[CH3:7].[CH3:36][OH:37].[Cl:45][CH2:46][Cl:47].[F:38][C:39]([C:40](=[O:41])[OH:42])([F:43])[F:44]>>[F:38][C:39]([C:40](=[O:41])[OH:42])([F:43])[F:44].[NH:8]1[CH2:9][CH2:10][CH:11]([c:14]2[cH:15][c:16]([C:30]3=[CH:31][CH2:32][CH2:33][CH2:34][CH2:35]3)[c:17]([NH:20][C:21](=[O:22])[c:23]3[nH:24][cH:25][c:26]([C:28]#[N:29])[cH:27]3)[cH:18][cH:19]2)[CH2:12][CH2:13]1.